This data is from the Open Reaction Database (ORD), a public repository of structured organic reaction records. The task is: describe an organic reaction: reactants, conditions, products, and yield Starting materials: Cl (hydrochloric acid), C(C=C)N (allyl amine), FC(C(=O)F)(OC(C(OC(C(OC(C(C(F)(F)F)(F)F)(F)F)(C(F)(F)F)F)(F)F)(C(F)(F)F)F)(F)F)C(F)(F)F (perfluoro-2,5,8-trimethyl-3,6,9-trioxadodecanoyl fluoride). The product is 21.6, C(C=C)NC(C(OC(C(OC(C(OC(C(C(F)(F)F)(F)F)(F)F)(C(F)(F)F)F)(F)F)(C(F)(F)F)F)(F)F)(C(F)(F)F)F)=O (N-allylperfluoro-2,5,8-trimethyl-3,6,9-trioxadodecanamide). Isolated yield 51.7%. Reaction SMILES: [CH2:1]([NH2:4])[CH:2]=[CH2:3].[F:5][C:6]([C:41]([F:44])([F:43])[F:42])([O:10][C:11]([F:40])([F:39])[C:12]([F:38])([C:34]([F:37])([F:36])[F:35])[O:13][C:14]([F:33])([F:32])[C:15]([F:31])([C:27]([F:30])([F:29])[F:28])[O:16][C:17]([F:26])([F:25])[C:18]([F:24])([F:23])[C:19]([F:22])([F:21])[F:20])[C:7](F)=[O:8].Cl>>[CH2:1]([NH:4][C:7](=[O:8])[C:6]([F:5])([C:41]([F:42])([F:43])[F:44])[O:10][C:11]([F:39])([F:40])[C:12]([F:38])([C:34]([F:35])([F:36])[F:37])[O:13][C:14]([F:32])([F:33])[C:15]([F:31])([C:27]([F:30])([F:29])[F:28])[O:16][C:17]([F:26])([F:25])[C:18]([F:24])([F:23])[C:19]([F:22])([F:21])[F:20])[CH:2]=[CH2:3]. Reported procedure: A 100 mL round bottom flask equipped with a magnetic stirring bar and an addition funnel was charged with 9.0 g of allyl amine (160 mmoles). The liquid was stirred and 40 g of 97% perfluoro-2,5,8-trimethyl-3,6,9-trioxadodecanoyl fluoride (60 mmoles) was added dropwise. Dilute hydrochloric acid was added to the flask and the two phase mixture was transferred into a separatory funnel and the aqueous layer separated from the amide layer. The amide layer was washed again with dilute hydrochloric aci... Starting materials: ClC1=NC=C2C(=N1)N(C(N(C2C)C2=CC=C(C=C2)OC)=O)[C@@H](C)C2=CC=CC=C2 (7-chloro-3-(4-methoxy-phenyl)-4-methyl-1-[1-(S)-phenyl-ethyl)-3,4-dihydro-1H-pyrimido[4,5-d]pyrimidin-2-one). Solvent: NC1=CC=CC=C1 (aniline), C1(=CC=CC=C1)C (toluene). Conditions: temperature 100 celsius, time 3 hour. The product is COC1=CC=C(C=C1)N1C(N(C2=NC(=NC=C2C1C)NC1=CC=CC=C1)[C@@H](C)C1=CC=CC=C1)=O (3-(4-methoxy-phenyl)-4-methyl-7-phenylamino-1-[1-(S)-phenyl-ethyl]-3,4-dihydro-1H-pyrimido[4,5-d]pyrimidin-2-one). RXN SMILES: Cl[C:2]1[N:7]=[C:6]2[N:8]([C@H:22]([C:24]3[CH:29]=[CH:28][CH:27]=[CH:26][CH:25]=3)[CH3:23])[C:9](=[O:21])[N:10]([C:13]3[CH:18]=[CH:17][C:16]([O:19][CH3:20])=[CH:15][CH:14]=3)[CH:11]([CH3:12])[C:5]2=[CH:4][N:3]=1>NC1C=CC=CC=1.C1(C)C=CC=CC=1>[CH3:20][O:19][C:16]1[CH:15]=[CH:14][C:13]([N:10]2[CH:11]([CH3:12])[C:5]3[C:6](=[N:7][C:2]([NH:10][C:13]4[CH:18]=[CH:17][CH:16]=[CH:15][CH:14]=4)=[N:3][CH:4]=3)[N:8]([C@H:22]([C:24]3[CH:29]=[CH:28][CH:27]=[CH:26][CH:25]=3)[CH3:23])[C:9]2=[O:21])=[CH:18][CH:17]=1. Procedure: A suspension of crude 7-chloro-3-(4-methoxy-phenyl)-4-methyl-1-[1-(S)-phenyl-ethyl)-3,4-dihydro-1H-pyrimido[4,5-d]pyrimidin-2-one (308 mg, from 0.56 mmol) (from Example 17 supra) in aniline (0.195 mL) (Aldrich) was stirred at 100° C. for 3 hours. Reaction mixture was then cooled to room temperature, diluted with toluene (3 mL) and purified by column chromatography (silica gel) eluting with hexanes-ethyl acetate (1:1) to give 3-(4-methoxy-phenyl)-4-methyl-7-phenylamino-1-[1-(S)-phenyl-ethyl]-3,4-... Starting materials: C(#N)NC(=N)N (cyanoguanidine), C(C)(C)N(C(C)C)CC (N,N-diisopropylethylamine), [F-].[Cs+] (Cesium fluoride), ClC1=C(C=CC=C1Cl)N=C=NC1=C(C(=C(C=C1)Cl)S(=O)(=O)NC1NOCC1)O[Si](C)(C)C(C)(C)C (N-(2,3-dichlorophenyl)-N′-[4-chloro-2-tert-butyldimethylsilyloxy-3-(N″-tetrahydroisoxazylaminosulfonyl)phenyl]carbodiimide), N#CN (cyanamide). Yields the product ClC1=C(C=CC=C1Cl)N(C(=N)NC1=C(C(=C(C=C1)Cl)S(=O)(=O)NC1NOCC1)O[Si](C)(C)C(C)(C)C)C#N (N-(2,3-Dichlorophenyl)-N′-[4-chloro-2-tert-butyldimethylsilyloxy-3-(N″-tetrahydroisoxazylaminosulfonyl)phenyl]cyanoguanidine). Yield: 40.0%. As a reaction SMILES: [C:1](NC(N)=N)#[N:2].[Cl:7][C:8]1[C:13]([Cl:14])=[CH:12][CH:11]=[CH:10][C:9]=1[N:15]=[C:16]=[N:17][C:18]1[CH:23]=[CH:22][C:21]([Cl:24])=[C:20]([S:25]([NH:28][CH:29]2[CH2:33][CH2:32][O:31][NH:30]2)(=[O:27])=[O:26])[C:19]=1[O:34][Si:35]([C:38]([CH3:41])([CH3:40])[CH3:39])([CH3:37])[CH3:36].[N:42]#CN.C(N(CC)C(C)C)(C)C.[F-].[Cs+]>>[Cl:7][C:8]1[C:13]([Cl:14])=[CH:12][CH:11]=[CH:10][C:9]=1[N:15]([C:1]#[N:2])[C:16]([NH:17][C:18]1[CH:23]=[CH:22][C:21]([Cl:24])=[C:20]([S:25]([NH:28][CH:29]2[CH2:33][CH2:32][O:31][NH:30]2)(=[O:27])=[O:26])[C:19]=1[O:34][Si:35]([C:38]([CH3:41])([CH3:40])[CH3:39])([CH3:36])[CH3:37])=[NH:42] |f:4.5|. Reported procedure: Following the general procedure for cyanoguanidine formation outlined in example 1, N-(2,3-dichlorophenyl)-N′-[4-chloro-2-tert-butyldimethylsilyloxy-3-(N″-tetrahydroisoxazylaminosulfonyl)phenyl]carbodiimide (547 mg, 0.95 mmol), cyanamide (159 mg, 3.8 mmol) and N,N-diisopropylethylamine (150 mg, 1.14 mmol) were reacted, followed by desilylation with Cesium fluoride (174 mg, 1.14 mmol) to form the desired product (190 mg, 40%). LC-MS m/z 504. The reactants are F[B-](F)(F)F, Cc1cc(C(=O)O)ccc1C(=O)N1CCCC1, CO, CCN(C(C)C)C(C)C, CCC(N)c1nc2cc(Cl)ccc2[nH]1, Cl, ClCCl, C1CCOC1, CN(C)C(On1nnc2ccccc21)=[N+](C)C. Product: CCC(NC(=O)c1ccc(C(=O)N2CCCC2)c(C)c1)c1nc2cc(Cl)ccc2[nH]1. Reaction SMILES: [B-:18]([F:19])([F:20])([F:21])[F:22].[CH3:1][c:2]1[cH:3][c:4]([C:5](=[O:6])[OH:7])[cH:8][cH:9][c:10]1[C:11](=[O:12])[N:13]1[CH2:14][CH2:15][CH2:16][CH2:17]1.[CH3:69][OH:70].[CH:40]([N:41]([CH:42]([CH3:43])[CH3:44])[CH2:45][CH3:46])([CH3:47])[CH3:48].[Cl:49][c:50]1[cH:51][c:52]2[c:53]([nH:54][c:55]([CH:57]([CH2:58][CH3:59])[NH2:60])[n:56]2)[cH:61][cH:62]1.[Cl:63].[Cl:71][CH2:72][Cl:73].[O:64]1[CH2:65][CH2:66][CH2:67][CH2:68]1.[n:23]1([O:24][C:25]([N:26]([CH3:27])[CH3:28])=[N+:29]([CH3:30])[CH3:31])[c:32]2[cH:33][cH:34][cH:35][cH:36][c:37]2[n:38][n:39]1>>[CH3:1][c:2]1[cH:3][c:4]([C:5](=[O:7])[NH:60][CH:57]([c:55]2[nH:54][c:53]3[c:52]([cH:51][c:50]([Cl:49])[cH:62][cH:61]3)[n:56]2)[CH2:58][CH3:59])[cH:8][cH:9][c:10]1[C:11](=[O:12])[N:13]1[CH2:14][CH2:15][CH2:16][CH2:17]1.